Task: describe an organic reaction: reactants, conditions, products, and yield. Dataset: the Open Reaction Database (ORD), a public repository of structured organic reaction records Reactants: C(C)(C)(C)C1=NN(C(=C1)NC(=O)NC1=C(C=C(C=C1)OC1=CC(=NC=C1)C(NC)=O)F)C=1C=C2CCN(CC2=CC1)C(=O)OCC1=CC=CC=C1 (benzyl 6-(3-tert-butyl-5-(3-(2-fluoro-4-(2-(methylcarbamoyl)pyridin-4-yloxy)phenyl)ureido)-1H-pyrazol-1-yl)-3,4-dihydroisoquinoline-2(1H)-carboxylate), C(=O)O (formic acid). Reagents/catalysts: [Pd] (Pd/C). Solvent: CO (methanol). Run at time 90 minute. Yields the product C(C)(C)(C)C1=NN(C(=C1)NC(=O)NC1=C(C=C(C=C1)OC1=CC(=NC=C1)C(NC)=O)F)C=1C=C2CCNCC2=CC1 (1-(3-tert-butyl-1-(1,2,3,4-tetrahydroisoquinolin-6-yl)-1H-pyrazol-5-yl)-3-(2-fluoro-4-(2-(methylcarbamoyl)pyridin-4-yloxy)phenyl)urea). Isolated yield 57.9%. RXN SMILES: [C:1]([C:5]1[CH:9]=[C:8]([NH:10][C:11]([NH:13][C:14]2[CH:19]=[CH:18][C:17]([O:20][C:21]3[CH:26]=[CH:25][N:24]=[C:23]([C:27](=[O:30])[NH:28][CH3:29])[CH:22]=3)=[CH:16][C:15]=2[F:31])=[O:12])[N:7]([C:32]2[CH:33]=[C:34]3[C:39](=[CH:40][CH:41]=2)[CH2:38][N:37](C(OCC2C=CC=CC=2)=O)[CH2:36][CH2:35]3)[N:6]=1)([CH3:4])([CH3:3])[CH3:2].C(O)=O>CO.[Pd]>[C:1]([C:5]1[CH:9]=[C:8]([NH:10][C:11]([NH:13][C:14]2[CH:19]=[CH:18][C:17]([O:20][C:21]3[CH:26]=[CH:25][N:24]=[C:23]([C:27](=[O:30])[NH:28][CH3:29])[CH:22]=3)=[CH:16][C:15]=2[F:31])=[O:12])[N:7]([C:32]2[CH:33]=[C:34]3[C:39](=[CH:40][CH:41]=2)[CH2:38][NH:37][CH2:36][CH2:35]3)[N:6]=1)([CH3:4])([CH3:2])[CH3:3]. Procedure details: A solution of benzyl 6-(3-tert-butyl-5-(3-(2-fluoro-4-(2-(methylcarbamoyl)pyridin-4-yloxy)phenyl)ureido)-1H-pyrazol-1-yl)-3,4-dihydroisoquinoline-2(1H)-carboxylate (93 mg, 0.13 mmol) in methanol (3 mL) was treated with 10% Pd/C (50% wet, 74 mg, 0.03 mmol) and formic acid (88%, 0.60 mL, 14 mmol). The resultant reaction mixture was stirred for 90 min and filtered through Celite, washing forward with methanol. The filtrate was concentrated in vacuo and purified on silica gel to provide 1-(3-tert-bu... Reactants: FC1=CC=C(C(=O)C2=CC=C(C=C2)F)C=C1 (4,4'-difluorobenzophenone), [N+](#[C-])CC(=O)OCC (ethyl isocyanoacetate), O1CCCC1 (tetrahydrofuran), [H-].[Na+] (sodium hydride). Conditions: temperature 0 celsius, time 24 hour. Yields the product FC1=CC=C(C=C1)C(=C(C(=O)OCC)NC=O)C1=CC=C(C=C1)F (Ethyl 3,3-bis(4-fluorophenyl)-2-formylamino-2-propenoate). Isolated yield 80.4%. RXN SMILES: [F:1][C:2]1[CH:16]=[CH:15][C:5]([C:6]([C:8]2[CH:13]=[CH:12][C:11]([F:14])=[CH:10][CH:9]=2)=O)=[CH:4][CH:3]=1.[N+:17]([CH2:19][C:20]([O:22][CH2:23][CH3:24])=[O:21])#[C-:18].[H-].[Na+].[O:27]1CCCC1>>[F:1][C:2]1[CH:16]=[CH:15][C:5]([C:6]([C:8]2[CH:13]=[CH:12][C:11]([F:14])=[CH:10][CH:9]=2)=[C:19]([NH:17][CH:18]=[O:27])[C:20]([O:22][CH2:23][CH3:24])=[O:21])=[CH:4][CH:3]=1 |f:2.3|. Procedure details: To a chilled (0° C., ice-bath) stirring mixture of 3.2 g (14.7 mmoles) of 4,4'-difluorobenzophenone and 2 mL (18.3 mmoles) of ethyl isocyanoacetate in 30 mL of dry tetrahydrofuran was added 1.03 g (60% suspension, 25.7 mmoles) of sodium hydride in one portion. The reaction was very vigorous at the beginning and the color became dark brownish. The mixture was allowed to stir at 0° C. for one hour then allowed to warm to room temperature and continued for 24 hours. The crude reaction mixture was q... Starting materials: C1CCOC1, CCOCC, CCOC(C)=O, Cl, C=CCC(N=[N+]=[N-])c1cnc2c(ccn2S(=O)(=O)c2ccc(C)cc2)n1, O, c1ccc(P(c2ccccc2)c2ccccc2)cc1. Product: Cl, C=CCC(N)c1cnc2c(ccn2S(=O)(=O)c2ccc(C)cc2)n1. Reaction SMILES: [CH2:52]1[O:53][CH2:54][CH2:55][CH2:56]1.[CH3:47][CH2:48][O:49][CH2:50][CH3:51].[CH3:58][CH2:59][O:60][C:61]([CH3:62])=[O:63].[ClH:46].[N:1](=[N+:2]=[N-:3])[CH:4]([CH2:5][CH:6]=[CH2:7])[c:8]1[n:9][c:10]2[c:11]([n:12][cH:13]1)[n:14]([S:17](=[O:18])(=[O:19])[c:20]1[cH:21][cH:22][c:23]([CH3:24])[cH:25][cH:26]1)[cH:15][cH:16]2.[OH2:57].[c:27]1([P:28]([c:29]2[cH:30][cH:31][cH:32][cH:33][cH:34]2)[c:35]2[cH:36][cH:37][cH:38][cH:39][cH:40]2)[cH:41][cH:42][cH:43][cH:44][cH:45]1>>[ClH:46].[NH2:1][CH:4]([CH2:5][CH:6]=[CH2:7])[c:8]1[n:9][c:10]2[c:11]([n:12][cH:13]1)[n:14]([S:17](=[O:18])(=[O:19])[c:20]1[cH:21][cH:22][c:23]([CH3:24])[cH:25][cH:26]1)[cH:15][cH:16]2. Reactants: FC(C(=O)O)(F)F.ClC1=CC=C2C(=C1)NC(C21C(NC(C1C1=C(C(=CC=C1)Cl)F)C(=O)O)CC(C)(C)C)=O (rac-(2′S,3′R,4′S,5′R)-6-chloro-4′-(3-chloro-2-fluoro-phenyl)-2′-(2,2-dimethyl-propyl)-2-oxo-1,2-dihydro-spiro[indole-3,3′-pyrrolidine]-5′-carboxylic acid trifluoroacetic acid), COC(C1=CC(=C(C=C1)N)OCCCC)=O (4-amino-3-butoxy-benzoic acid methyl ester), C(C)(C)N(CC)C(C)C (diisopropylethylamine), C1(=CC=CC=C1)P(=O)(C1=CC=CC=C1)Cl (diphenylphosphinic chloride). Yields the product COC(C1=CC(=C(C=C1)NC(=O)[C@H]1[C@@H]([C@@]2([C@@H](N1)CC(C)(C)C)C(NC1=CC(=CC=C12)Cl)=O)C1=C(C(=CC=C1)Cl)F)OCCCC)=O (rac-3-butoxy-4-{[(2′S,3′R,4′S,5′R)-6-chloro-4′-(3-chloro-2-fluoro-phenyl)-2′-(2,2-dimethyl-propyl)-2-oxo-1,2-dihydro-spiro[indole-3,3′-pyrrolidine]-5′-carbonyl]amino}-benzoic acid methyl ester). As a reaction SMILES: FC(F)(F)C(O)=O.[Cl:8][C:9]1[CH:14]=[C:13]2[NH:15][C:16](=[O:38])[C:17]3([CH:21]([C:22]4[CH:27]=[CH:26][CH:25]=[C:24]([Cl:28])[C:23]=4[F:29])[CH:20]([C:30](O)=[O:31])[NH:19][CH:18]3[CH2:33][C:34]([CH3:37])([CH3:36])[CH3:35])[C:12]2=[CH:11][CH:10]=1.C(N(C(C)C)CC)(C)C.C1(P(Cl)(C2C=CC=CC=2)=O)C=CC=CC=1.[CH3:63][O:64][C:65](=[O:78])[C:66]1[CH:71]=[CH:70][C:69]([NH2:72])=[C:68]([O:73][CH2:74][CH2:75][CH2:76][CH3:77])[CH:67]=1>>[CH3:63][O:64][C:65](=[O:78])[C:66]1[CH:71]=[CH:70][C:69]([NH:72][C:30]([C@@H:20]2[NH:19][C@@H:18]([CH2:33][C:34]([CH3:37])([CH3:35])[CH3:36])[C@:17]3([C:12]4[C:13](=[CH:14][C:9]([Cl:8])=[CH:10][CH:11]=4)[NH:15][C:16]3=[O:38])[C@H:21]2[C:22]2[CH:27]=[CH:26][CH:25]=[C:24]([Cl:28])[C:23]=2[F:29])=[O:31])=[C:68]([O:73][CH2:74][CH2:75][CH2:76][CH3:77])[CH:67]=1 |f:0.1|. Procedure details: In a manner similar to the method described in Example 5, rac-(2′S,3′R,4′S,5′R)-6-chloro-4′-(3-chloro-2-fluoro-phenyl)-2′-(2,2-dimethyl-propyl)-2-oxo-1,2-dihydro-spiro[indole-3,3′-pyrrolidine]-5′-carboxylic acid trifluoroacetic acid prepared in Example 4 (0.4 g, 0.69 mmol), was reacted with diisopropylethylamine (0.46 g, 3.6 mmol), diphenylphosphinic chloride (0.34 g, 1.4 mmol), then reacted with 4-amino-3-butoxy-benzoic acid methyl ester (0.24 g, 1.1 mmol) prepared in Example 149 to give rac-3-... Product: CC1CN(CCC1=O)C(=O)OC(C)(C)C (tert-butyl 3-methyl-4-oxopiperidine-1-carboxylate). Procedure details: To a solution of tert-butyl 4-oxopiperidine-1-carboxylate (10.0 g, 50.2 mmol) in tetrahydrofuran (50 mL) was added lithium diisopropylamide (2.0 M in THF, 1.5 mL, 3.01 mmol) at −78° C. After 1 h, iodomethane (0.19 mL, 3.01 mmol) was added and the reaction mixture was allowed to warm to ambient temperature over 48 h before being quenched with 1M ammonium chloride and extracted with ethyl acetate. The organic layer was concentrated in vacuo and the residue purified by flash column chromatography (... Starting materials: O=C1CCN(CC1)C(=O)OC(C)(C)C (tert-butyl 4-oxopiperidine-1-carboxylate), C(C)(C)[N-]C(C)C.[Li+] (lithium diisopropylamide), IC (iodomethane). Run at time 1 hour. As a reaction SMILES: [O:1]=[C:2]1[CH2:7][CH2:6][N:5]([C:8]([O:10][C:11]([CH3:14])([CH3:13])[CH3:12])=[O:9])[CH2:4][CH2:3]1.[CH:15]([N-]C(C)C)(C)C.[Li+].IC>O1CCCC1>[CH3:15][CH:7]1[C:2](=[O:1])[CH2:3][CH2:4][N:5]([C:8]([O:10][C:11]([CH3:14])([CH3:13])[CH3:12])=[O:9])[CH2:6]1 |f:1.2|. The yield is 638.7%. Solvent: O1CCCC1 (tetrahydrofuran). Starting materials: ClC1=CC=C(C=C1)C1=CC=C(C=C1)C(CCC(=O)O)=O (4-(4'-chloro-4-biphenylyl)-4-oxo-butyric acid), C1(CCCCC1)N (cyclohexylamine). Solvent: O (water). Yields the product ClC1=CC=C(C=C1)C1=CC=C(C=C1)C(CCC(=O)O)O (4-(4'-Chloro-4-biphenylyl)-4-hydroxy-butyric acid). Yield: 61.0%. Reaction SMILES: [Cl:1][C:2]1[CH:7]=[CH:6][C:5]([C:8]2[CH:13]=[CH:12][C:11]([C:14](=[O:20])[CH2:15][CH2:16][C:17]([OH:19])=[O:18])=[CH:10][CH:9]=2)=[CH:4][CH:3]=1.C1(N)CCCCC1>O>[Cl:1][C:2]1[CH:3]=[CH:4][C:5]([C:8]2[CH:13]=[CH:12][C:11]([CH:14]([OH:20])[CH2:15][CH2:16][C:17]([OH:19])=[O:18])=[CH:10][CH:9]=2)=[CH:6][CH:7]=1. Procedure details: Prepared analogous to Example 25 from 4-(4'-chloro-4-biphenylyl)-4-oxo-butyric acid. Melting point of the cyclohexylamine salt: 185°-186° C. (from water). Yield: 61% of theory. The reactants are BrC=1C(=CC(=C(C(=O)O)C1)OC)OC (5-bromo-2,4-dimethoxybenzoic acid), S(=O)(Cl)Cl (thionyl chloride). Run in C1(=CC=CC=C1)C (toluene). Conditions: temperature 75 celsius, time 1 hour. Product: BrC=1C(=CC(=C(C(=O)Cl)C1)OC)OC (5-bromo-2,4-dimethoxybenzoic acid chloride). RXN SMILES: [Br:1][C:2]1[C:3]([O:13][CH3:14])=[CH:4][C:5]([O:11][CH3:12])=[C:6]([CH:10]=1)[C:7](O)=[O:8].S(Cl)([Cl:17])=O>C1(C)C=CC=CC=1>[Br:1][C:2]1[C:3]([O:13][CH3:14])=[CH:4][C:5]([O:11][CH3:12])=[C:6]([CH:10]=1)[C:7]([Cl:17])=[O:8]. Reported procedure: Under a nitrogen atmosphere, 5-bromo-2,4-dimethoxybenzoic acid (40.0 g) was suspended in toluene solution (DMF concentration: 300 ppm, 200 mL). To the suspension was added dropwise thionyl chloride (21.9 g) at 75° C. After stirring at 75° C. for 1 hr, completion of the reaction was confirmed by HPLC. Toluene and excess thionyl chloride were evaporated under reduced pressure. Toluene (100 mL) was added to the concentrated residue, and the mixture was concentrated again under reduced pressure. THF...